From a dataset of the Open Reaction Database (ORD), a public repository of structured organic reaction records. describe an organic reaction: reactants, conditions, products, and yield Reactants: [H-].[Na+] (sodium hydride), C(C)OC(CCC1(OC2=C(CC1CCC)C=CC(=C2)O)C)=O (racemic-3,4-dihydro-7-hydroxy-2-methyl-3-n-propyl-2H-1-benzopyran-2-propanoic acid ethyl ester), CCCCCC (hexane), [I-].[Na+] (Sodium iodide), BrCCCOC1=C(C(=C(C=C1)C(C)=O)O)CCC (4'-(3-bromopropoxy)-2'-hydroxy-3'-n-propylacetophenone). The solvent is CN(C=O)C (N,N-dimethylformamide), CN(C=O)C (N,N-dimethylformamide), CN(C=O)C (N,N-dimethylformamide). Conditions: time 1 minute. The product is C(C)(=O)C1=C(C(=C(OCCCOC2=C(C3=C(CCC(O3)(CCC(=O)O)C)C=C2)CCC)C=C1)CCC)O (racemic-7-[3-(4-acetyl-3-hydroxy-2-n-propylphenoxy)propoxy]-3,4-dihydro-2-methyl-8-n-propyl-2H-1-benzopyran-2-propanoic acid). Yield: 69.1%. RXN SMILES: [H-].[Na+].C([O:5][C:6](=[O:24])[CH2:7][CH2:8][C:9]1([CH3:23])[CH:14](CCC)[CH2:13][C:12]2[CH:18]=[CH:19][C:20]([OH:22])=[CH:21][C:11]=2[O:10]1)C.Br[CH2:26][CH2:27][CH2:28][O:29][C:30]1[CH:35]=[CH:34][C:33]([C:36](=[O:38])[CH3:37])=[C:32]([OH:39])[C:31]=1[CH2:40][CH2:41][CH3:42].[I-].[Na+].[CH3:45][CH2:46][CH2:47]CCC>CN(C)C=O>[C:36]([C:33]1[CH:34]=[CH:35][C:30]([O:29][CH2:28][CH2:27][CH2:26][O:22][C:20]2[CH:19]=[CH:18][C:12]3[CH2:13][CH2:14][C:9]([CH3:23])([CH2:8][CH2:7][C:6]([OH:5])=[O:24])[O:10][C:11]=3[C:21]=2[CH2:45][CH2:46][CH3:47])=[C:31]([CH2:40][CH2:41][CH3:42])[C:32]=1[OH:39])(=[O:38])[CH3:37] |f:0.1,4.5|. Procedure details: To a stirred slurry of 108 mg of 50% sodium hydride-mineral oil dispersion (prewashed with hexane) in 1 ml of anhydrous N,N-dimethylformamide was added a solution of 268 mg of racemic-3,4-dihydro-7-hydroxy-2-methyl-3-n-propyl-2H-1-benzopyran-2-propanoic acid ethyl ester in 3 ml of dry N,N-dimethylformamide at room temperature, over a 1 minute period. After being stirred for 30 minutes at room temperature, the mixture was treated dropwise with a solution of 313 mg of 4'-(3-bromopropoxy)-2'-hydrox... The reactants are CC(=O)O[BH-](OC(C)=O)OC(C)=O, CN1CCNCC1, COc1ccc([N+](=O)[O-])cc1-c1coc(C=O)c1, CC(=O)O, ClCCl, [Na+]. Yields the product COc1ccc([N+](=O)[O-])cc1-c1coc(CN2CCN(C)CC2)c1. Reaction SMILES: [C:26]([O:27][BH-:28]([O:29][C:30](=[O:31])[CH3:32])[O:33][C:34](=[O:35])[CH3:36])(=[O:37])[CH3:38].[CH3:19][N:20]1[CH2:21][CH2:22][NH:23][CH2:24][CH2:25]1.[CH3:1][O:2][c:3]1[c:4](-[c:12]2[cH:13][c:14]([CH:17]=[O:18])[o:15][cH:16]2)[cH:5][c:6]([N+:9](=[O:10])[O-:11])[cH:7][cH:8]1.[CH3:40][C:41](=[O:42])[OH:43].[Cl:44][CH2:45][Cl:46].[Na+:39]>>[CH3:1][O:2][c:3]1[c:4](-[c:12]2[cH:13][c:14]([CH2:17][N:23]3[CH2:22][CH2:21][N:20]([CH3:19])[CH2:25][CH2:24]3)[o:15][cH:16]2)[cH:5][c:6]([N+:9](=[O:10])[O-:11])[cH:7][cH:8]1.